Dataset: the Open Reaction Database (ORD), a public repository of structured organic reaction records. Task: describe an organic reaction: reactants, conditions, products, and yield Starting materials: CO, CC(C)=O, CC(CCCC(C)(C)O)C1CCC2C3CCC4(O)CC(O)CCC4(C)C3CCC12C. The product is CC(CCCC(C)(C)O)C1CCC2C3CCC4(O)CC(=O)CCC4(C)C3CCC12C. As a reaction SMILES: [CH3:31][OH:32].[CH3:33][C:34](=[O:35])[CH3:36].[OH:1][CH:2]1[CH2:3][C:4]2([OH:30])[CH2:5][CH2:6][CH:7]3[CH:8]4[CH2:9][CH2:10][CH:11]([CH:12]([CH2:13][CH2:14][CH2:15][C:16]([CH3:17])([CH3:18])[OH:19])[CH3:20])[C:21]4([CH3:29])[CH2:22][CH2:23][CH:24]3[C:25]2([CH3:28])[CH2:26][CH2:27]1>>[O:1]=[C:2]1[CH2:3][C:4]2([OH:30])[CH2:5][CH2:6][CH:7]3[CH:8]4[CH2:9][CH2:10][CH:11]([CH:12]([CH2:13][CH2:14][CH2:15][C:16]([CH3:17])([CH3:18])[OH:19])[CH3:20])[C:21]4([CH3:29])[CH2:22][CH2:23][CH:24]3[C:25]2([CH3:28])[CH2:26][CH2:27]1. The reactants are C(C)(=O)O[C@@]1([C@]2(C)[C@@H](CC1)[C@@H]1CC[C@H]3CC(C[C@@H]([C@]3(C)[C@H]1CC2)C)=O)CCC (17β-acetoxy-1α-methyl-17α-n-propyl-5α-androstan-3-one), [H-].C(C)(C)(C)O[Al](OC(C)(C)C)OC(C)(C)C.[Li+] (lithium tri-tert.-butoxyaluminum hydride). Product: C(C)(=O)O[C@@]1([C@]2(C)[C@@H](CC1)[C@@H]1CC[C@H]3C[C@H](C[C@@H]([C@]3(C)[C@H]1CC2)C)O)CCC (17β-acetoxy-1α-methyl-17α-n-propyl-5α-androstan-3β-ol). Isolated yield 64.7%. Reaction SMILES: [C:1]([O:4][C@@:5]1([CH2:26][CH2:27][CH3:28])[CH2:10][CH2:9][C@H:8]2[C@H:11]3[C@H:21]([CH2:22][CH2:23][C@:6]12[CH3:7])[C@:19]1([CH3:20])[C@H:14]([CH2:15][C:16](=[O:25])[CH2:17][C@@H:18]1[CH3:24])[CH2:13][CH2:12]3)(=[O:3])[CH3:2].[H-].C(O[Al](OC(C)(C)C)OC(C)(C)C)(C)(C)C.[Li+]>>[C:1]([O:4][C@@:5]1([CH2:26][CH2:27][CH3:28])[CH2:10][CH2:9][C@H:8]2[C@H:11]3[C@H:21]([CH2:22][CH2:23][C@:6]12[CH3:7])[C@:19]1([CH3:20])[C@H:14]([CH2:15][C@@H:16]([OH:25])[CH2:17][C@@H:18]1[CH3:24])[CH2:13][CH2:12]3)(=[O:3])[CH3:2] |f:1.2.3|. Reported procedure: 1.0 g of 17β-acetoxy-1α-methyl-17α-n-propyl-5α-androstan-3-one is reacted as described in Example 6 with lithium tri-tert.-butoxyaluminum hydride and worked up. After chromatography on silica gel, 650 mg of 17β-acetoxy-1α-methyl-17α-n-propyl-5α-androstan-3β-ol is obtained as an oil. Reactants: FC=1C=C(C=CC1)[N+](=O)[O-] (3-fluoronitrobenzene), CN1CCNCC1 (1-methylpiperazine). Run at temperature 120 celsius. Yields the product [N+](=O)([O-])C=1C=C(C=CC1)N1CCN(CC1)C (1-(3-Nitrophenyl)4-methylpiperazine). As a reaction SMILES: F[C:2]1[CH:3]=[C:4]([N+:8]([O-:10])=[O:9])[CH:5]=[CH:6][CH:7]=1.[CH3:11][N:12]1[CH2:17][CH2:16][NH:15][CH2:14][CH2:13]1>>[N+:8]([C:4]1[CH:3]=[C:2]([N:15]2[CH2:16][CH2:17][N:12]([CH3:11])[CH2:13][CH2:14]2)[CH:7]=[CH:6][CH:5]=1)([O-:10])=[O:9]. Procedure: A mixture of 3-fluoronitrobenzene (20 ml; 0.19 mol) and 1-methylpiperazine (40 ml; 0.36 mol) was heated to 120° C. for a week. The cooled mixture was purified by column-chromatography on silica gel using a mixture of ethyl acetate and methanol (9:1 v/1) as the eluent. Yield: 33 g (79%). Procedure details: A solution of methylmagnesium iodide (prepared from magnesium (0.26 g) and methyl iodide (1.5 g) in diethyl ether (25 ml)), was treated with a solution of 1-(2,6-dichloro-4-trifluoromethylphenyl)-4-cyano-3-trifluoromethylpyrazole (2 g) in diethyl ether (20 ml), dropwise. The resulting pale yellow solution was refluxed for 24 hours, cooled, and treated with hydrochloric acid (2N, 10 ml). After stirring for 0.5 hour at room temperature, the reaction mixture was diluted with ether (50 ml). The ethe... Conditions: time 0.5 hour. As a reaction SMILES: [CH3:1][Mg]I.[Cl:4][C:5]1[CH:10]=[C:9]([C:11]([F:14])([F:13])[F:12])[CH:8]=[C:7]([Cl:15])[C:6]=1[N:16]1[CH:20]=C(C#N)[C:18]([C:23]([F:26])([F:25])[F:24])=[N:17]1.Cl.C([O:30][CH2:31][CH3:32])C>>[C:31]([C:32]1[C:18]([C:23]([F:26])([F:24])[F:25])=[N:17][N:16]([C:6]2[C:7]([Cl:15])=[CH:8][C:9]([C:11]([F:13])([F:14])[F:12])=[CH:10][C:5]=2[Cl:4])[CH:20]=1)(=[O:30])[CH3:1]. Starting materials: CCOCC (ether), C[Mg]I (methylmagnesium iodide), ClC1=C(C(=CC(=C1)C(F)(F)F)Cl)N1N=C(C(=C1)C#N)C(F)(F)F (1-(2,6-dichloro-4-trifluoromethylphenyl)-4-cyano-3-trifluoromethylpyrazole), C(C)OCC (diethyl ether), Cl (hydrochloric acid). The product is C(C)(=O)C=1C(=NN(C1)C1=C(C=C(C=C1Cl)C(F)(F)F)Cl)C(F)(F)F (4-acetyl-1-(2,6-dichloro-4-trifluoromethylphenyl)-3-trifluoromethylpyrazole). Reactants: C(C)NCC (Diethylamine), C(C#C)O (propargyl alcohol), C(#N)CC(=O)OCCCCCCCC (n-Octyl cyanoacetate), C(C)(=O)O (acetic acid), C(C)NCC (N,N-diethylamine). The reagents and catalysts are [O-2].[O-2].[Mn+4] (manganese dioxide). Solvent: ClCCl (dichloromethane), C1(=CC=CC=C1)C (toluene). Conditions: temperature 52 celsius, time 20 hour. Yields the product C(#N)/C(/C(=O)OCCCCCCCC)=C\C=C\N(CC)CC (n-octyl (2E,4E)-2-cyano-5-(diethylamino)penta-2,4-dienoate). Isolated yield 72.0%. RXN SMILES: [CH2:1]([NH:3][CH2:4][CH3:5])[CH3:2].[CH2:6](O)[C:7]#[CH:8].[C:10]([CH2:12][C:13]([O:15][CH2:16][CH2:17][CH2:18][CH2:19][CH2:20][CH2:21][CH2:22][CH3:23])=[O:14])#[N:11].C(O)(=O)C>C1(C)C=CC=CC=1.[O-2].[O-2].[Mn+4].ClCCl>[C:10](/[C:12](=[CH:6]\[CH:7]=[CH:8]\[N:3]([CH2:4][CH3:5])[CH2:1][CH3:2])/[C:13]([O:15][CH2:16][CH2:17][CH2:18][CH2:19][CH2:20][CH2:21][CH2:22][CH3:23])=[O:14])#[N:11] |f:5.6.7|. Procedure: Diethylamine (14.5 ml, 0.14 mol) and propargyl alcohol (6.81 ml, 0.117 mol) are dissolved in 100 ml of toluene. 34.5 g of manganese dioxide (activated, <5 μm; 3.4 equiv.) are added portionwise while controlling the strong exotherm (temperature <50° C.) and the mixture is left stirring at 52° C. for 20 hours. The reaction mixture is filtered. The yellow filtrate is poured into a reactor surmounted by a Dean and Stark apparatus. n-Octyl cyanoacetate (23 g, 0.117 mol) and catalyst (0.1 equiv., 0.66...